From a dataset of the Open Reaction Database (ORD), a public repository of structured organic reaction records. describe an organic reaction: reactants, conditions, products, and yield Reactants: ClCCl, COc1cc(Cl)nnc1CO, O=S(Cl)Cl. The product is COc1cc(Cl)nnc1CCl. As a reaction SMILES: [Cl:16][CH2:17][Cl:18].[Cl:5][c:6]1[cH:7][c:8]([O:14][CH3:15])[c:9]([CH2:12][OH:13])[n:10][n:11]1.[S:1]([Cl:2])([Cl:3])=[O:4]>>[Cl:3][CH2:12][c:9]1[c:8]([O:14][CH3:15])[cH:7][c:6]([Cl:5])[n:11][n:10]1. Starting materials: BrCC1CO1, CN(C)C=O, Cc1n[nH]c(=O)n1C, CCOC(C)=O, [H-], [Na+], O. Product: Cc1nn(CC2CO2)c(=O)n1C. RXN SMILES: [Br:11][CH2:12][CH:13]1[CH2:14][O:15]1.[CH3:17][N:18]([CH3:19])[CH:20]=[O:21].[CH3:1][n:2]1[c:3](=[O:8])[nH:4][n:5][c:6]1[CH3:7].[CH3:22][CH2:23][O:24][C:25](=[O:26])[CH3:27].[H-:9].[Na+:10].[OH2:16]>>[CH3:1][n:2]1[c:3](=[O:8])[n:4]([CH2:12][CH:13]2[CH2:14][O:15]2)[n:5][c:6]1[CH3:7].